Dataset: the Open Reaction Database (ORD), a public repository of structured organic reaction records. Task: describe an organic reaction: reactants, conditions, products, and yield Reactants: CNCCO, CCOC(C)=O, CCO, O=C(CCl)Nc1ccc([N+](=O)[O-])cc1. Product: CN(CCO)CC(=O)Nc1ccc([N+](=O)[O-])cc1. Reaction SMILES: [CH3:15][NH:16][CH2:17][CH2:18][OH:19].[CH3:20][CH2:21][O:22][C:23](=[O:24])[CH3:25].[CH3:26][CH2:27][OH:28].[Cl:1][CH2:2][C:3](=[O:4])[NH:5][c:6]1[cH:7][cH:8][c:9]([N+:12](=[O:13])[O-:14])[cH:10][cH:11]1>>[CH2:2]([C:3](=[O:4])[NH:5][c:6]1[cH:7][cH:8][c:9]([N+:12](=[O:13])[O-:14])[cH:10][cH:11]1)[N:16]([CH3:15])[CH2:17][CH2:18][OH:19]. The reactants are CC1(C)C=Cc2cc([N+](=O)[O-])ccc2O1, CCO, Cl, [Fe], [Na+], [OH-], O. The product is CC1(C)C=Cc2cc(N)ccc2O1. As a reaction SMILES: [CH3:1][C:2]1([CH3:15])[O:3][c:4]2[c:5]([cH:8][c:9]([N+:12]([O-:13])=[O:14])[cH:10][cH:11]2)[CH:6]=[CH:7]1.[CH3:21][CH2:22][OH:23].[ClH:16].[Fe:19].[Na+:18].[OH-:17].[OH2:20]>>[CH3:1][C:2]1([CH3:15])[O:3][c:4]2[c:5]([cH:8][c:9]([NH2:12])[cH:10][cH:11]2)[CH:6]=[CH:7]1.